This data is from the Open Reaction Database (ORD), a public repository of structured organic reaction records. The task is: describe an organic reaction: reactants, conditions, products, and yield Starting materials: C1(CCCCC1)P(C1=C(C=CC=C1)C1=C(C=C(C=C1C(C)C)C(C)C)C(C)C)C1CCCCC1 (2-dicyclohexylphosphino-2′,4′,6′-triisopropylbiphenyl), P(=O)([O-])([O-])[O-].[K+].[K+].[K+] (tripotassium phosphate), CN1C=CC2=CC(=CC=C12)B1OC(C)(C)C(C)(C)O1 (1-methylindole-5-boronic acid pinacol ester), O1C(=CC=C1)C1=NN=C(O1)NC(=O)C1=CC(=CC=C1)I (N-[5-(2-furyl)-1,3,4-oxadiazol-2-yl]-3-iodobenzenecarboxamide). Reagents/catalysts: C(C)(=O)[O-].[Pd+2].C(C)(=O)[O-] (Palladium acetate). Solvent: C(CCC)O (1-butanol). Run at temperature 100 celsius, time 8 hour. Yields the product O1C(=CC=C1)C1=NN=C(O1)NC(=O)C1=CC(=CC=C1)C=1C=C2C=CN(C2=CC1)C (N-[5-(2-Furyl)-1,3,4-oxadiazol-2-yl]-3-(1-methyl-5-indolyl)benzenecarboxamide). The yield is 36.3%. RXN SMILES: C1(P(C2CCCCC2)C2C=CC=CC=2C2C(C(C)C)=CC(C(C)C)=CC=2C(C)C)CCCCC1.P([O-])([O-])([O-])=O.[K+].[K+].[K+].[CH3:43][N:44]1[C:52]2[C:47](=[CH:48][C:49](B3OC(C)(C)C(C)(C)O3)=[CH:50][CH:51]=2)[CH:46]=[CH:45]1.[O:62]1[CH:66]=[CH:65][CH:64]=[C:63]1[C:67]1[O:71][C:70]([NH:72][C:73]([C:75]2[CH:80]=[CH:79][CH:78]=[C:77](I)[CH:76]=2)=[O:74])=[N:69][N:68]=1>C(O)CCC.C([O-])(=O)C.[Pd+2].C([O-])(=O)C>[O:62]1[CH:66]=[CH:65][CH:64]=[C:63]1[C:67]1[O:71][C:70]([NH:72][C:73]([C:75]2[CH:80]=[CH:79][CH:78]=[C:77]([C:49]3[CH:48]=[C:47]4[C:52](=[CH:51][CH:50]=3)[N:44]([CH3:43])[CH:45]=[CH:46]4)[CH:76]=2)=[O:74])=[N:69][N:68]=1 |f:1.2.3.4,8.9.10|. Procedure details: Palladium acetate (177 mg, 0.79 mmol), 2-dicyclohexylphosphino-2′,4′,6′-triisopropylbiphenyl (751 mg, 1.58 mmol), tripotassium phosphate (3.34 g, 15.7 mmol), and 1-methylindole-5-boronic acid pinacol ester (3.04 g, 11.8 mmol) were added to a solution of N-[5-(2-furyl)-1,3,4-oxadiazol-2-yl]-3-iodobenzenecarboxamide (3.00 g, 7.87 mmol) prepared in Reference Example 3 in 1-butanol (75 mL), followed by stirring at 100° C. overnight in an argon atmosphere. The reaction solution was concentrated. A sa...